From a dataset of the Open Reaction Database (ORD), a public repository of structured organic reaction records. describe an organic reaction: reactants, conditions, products, and yield The reactants are O=C([O-])O, CC(=O)[O-], CC(=O)O, COCCC1CCCNC1, O=C(Cl)CCl, Cl, [Na+], [Na+], C1CCOC1. Yields the product COCCC1CCCN(C(=O)CCl)C1. Reaction SMILES: [C:26](=[O:27])([O-:28])[OH:29].[CH3:13][C:14](=[O:15])[O-:16].[CH3:17][C:18](=[O:19])[OH:20].[CH3:2][O:3][CH2:4][CH2:5][CH:6]1[CH2:7][NH:8][CH2:9][CH2:10][CH2:11]1.[Cl:21][CH2:22][C:23](=[O:24])[Cl:25].[ClH:1].[Na+:12].[Na+:30].[O:31]1[CH2:32][CH2:33][CH2:34][CH2:35]1>>[CH3:2][O:3][CH2:4][CH2:5][CH:6]1[CH2:7][N:8]([C:23]([CH2:22][Cl:21])=[O:24])[CH2:9][CH2:10][CH2:11]1.